This data is from the Open Reaction Database (ORD), a public repository of structured organic reaction records. The task is: describe an organic reaction: reactants, conditions, products, and yield The reactants are [N+](=[N-])=C (diazomethane), CO[C@@H]1[C@]2(C)[C@@H](CC1)[C@@H]1CC[C@H]3CC(C=C[C@]3(C)[C@H]1CC2)=O (17β-methoxy-5α-androst-1-en-3-one). The reagents and catalysts are C(C)(=O)[O-].C(C)(=O)[O-].[Pd+2] (palladium diacetate). The solvent is C(C)OCC (diethyl ether). Yields the product CO[C@@H]1[C@]2(C)[C@@H](CC1)[C@@H]1CC[C@H]3CC([C@H]4[C@@H]([C@]3(C)[C@H]1CC2)C4)=O (17β-Methoxy-1α,2α-methylene-5α-androstan-3-one). Reaction SMILES: [N+](=[CH2:3])=[N-].[CH3:4][O:5][C@H:6]1[CH2:11][CH2:10][C@H:9]2[C@H:12]3[C@H:22]([CH2:23][CH2:24][C@:7]12[CH3:8])[C@:20]1([CH3:21])[C@H:15]([CH2:16][C:17](=[O:25])[CH:18]=[CH:19]1)[CH2:14][CH2:13]3>C(OCC)C.C([O-])(=O)C.C([O-])(=O)C.[Pd+2]>[CH3:4][O:5][C@H:6]1[CH2:11][CH2:10][C@H:9]2[C@H:12]3[C@H:22]([CH2:23][CH2:24][C@:7]12[CH3:8])[C@:20]1([CH3:21])[C@H:15]([CH2:16][C:17](=[O:25])[C@@H:18]2[CH2:3][C@@H:19]21)[CH2:14][CH2:13]3 |f:3.4.5|. Procedure details: Ethereal diazomethane (40 ml. generated from 3 g. of N-methyl-N'-nitro-N-nitrosoguinidine) is added to a mixture of 17β-methoxy-5α-androst-1-en-3-one (IV, Example 23, 1.0 g.) and palladium diacetate (10 mg.) in diethyl ether (20 ml.). After a few hours the organic diluents are removed by reduced pressure and the residue is column chromatographed thru silica gel (100 g.) eluting by gradient between ethyl acetate:SSB (5:95, 5 l.) and ethyl acetate:SSB (20:80, 5 l.). The appropriate fractions (TLC)... Starting materials: C1CCOC1, COC(=O)c1ccc(CN=[N+]=[N-])nc1Cl, O, c1ccc(P(c2ccccc2)c2ccccc2)cc1. The product is COC(=O)c1ccc(CN)nc1Cl. Reaction SMILES: [CH2:35]1[O:36][CH2:37][CH2:38][CH2:39]1.[CH3:1][O:2][C:3]([c:4]1[c:5]([Cl:14])[n:6][c:7]([CH2:10][N:11]=[N+:12]=[N-:13])[cH:8][cH:9]1)=[O:15].[OH2:40].[c:16]1([P:17]([c:18]2[cH:19][cH:20][cH:21][cH:22][cH:23]2)[c:24]2[cH:25][cH:26][cH:27][cH:28][cH:29]2)[cH:30][cH:31][cH:32][cH:33][cH:34]1>>[CH3:1][O:2][C:3]([c:4]1[c:5]([Cl:14])[n:6][c:7]([CH2:10][NH2:11])[cH:8][cH:9]1)=[O:15]. Reactants: BrC(Br)(Br)Br, [Li]CCCC, CN(C)CCO, CCCCCC, O, c1ccc(-c2ccncc2)cc1. Yields the product Brc1cc(-c2ccccc2)ccn1. RXN SMILES: [C:24]([Br:25])([Br:26])([Br:27])[Br:28].[CH2:7]([Li:8])[CH2:9][CH2:10][CH3:11].[CH3:1][N:2]([CH3:3])[CH2:4][CH2:5][OH:6].[CH3:29][CH2:30][CH2:31][CH2:32][CH2:33][CH3:34].[OH2:35].[c:12]1(-[c:18]2[cH:19][cH:20][n:21][cH:22][cH:23]2)[cH:13][cH:14][cH:15][cH:16][cH:17]1>>[c:12]1(-[c:18]2[cH:19][cH:20][n:21][c:22]([Br:25])[cH:23]2)[cH:13][cH:14][cH:15][cH:16][cH:17]1. The reactants are CC(=O)OC(C)=O, Cc1ccccc1, CCC(=O)c1ccc(N)cc1. Yields the product CCC(=O)c1ccc(NC(C)=O)cc1. Reaction SMILES: [CH3:12][C:13](=[O:14])[O:15][C:16](=[O:17])[CH3:18].[CH3:19][c:20]1[cH:21][cH:22][cH:23][cH:24][cH:25]1.[NH2:1][c:2]1[cH:3][cH:4][c:5]([C:8]([CH2:9][CH3:10])=[O:11])[cH:6][cH:7]1>>[NH:1]([c:2]1[cH:3][cH:4][c:5]([C:8]([CH2:9][CH3:10])=[O:11])[cH:6][cH:7]1)[C:13]([CH3:12])=[O:14]. Reactants: CC1=CC(=C(S1)S(N)(=O)=O)C(=O)O (5-methyl-2-sulfamoyl-thiophene-3-carboxylic acid), P(Cl)(Cl)(Cl)(Cl)Cl (phosphorus pentachloride). Solvent: C1(=CC=CC=C1)C (toluene). Yields the product CC1=CC=2C(NS(C2S1)(=O)=O)=O (5-methyl-thieno[3,2-d]isothiazole-3-(2H)-one-1,1-dioxide). Isolated yield 89.3%. Reaction SMILES: [CH3:1][C:2]1[S:6][C:5]([S:7](=[O:10])(=[O:9])[NH2:8])=[C:4]([C:11]([OH:13])=O)[CH:3]=1.P(Cl)(Cl)(Cl)(Cl)Cl>C1(C)C=CC=CC=1>[CH3:1][C:2]1[S:6][C:5]2[S:7](=[O:10])(=[O:9])[NH:8][C:11](=[O:13])[C:4]=2[CH:3]=1. Procedure details: A mixture of 0.5 gm (2.26 millimols) of 5-methyl-2-sulfamoyl-thiophene-3-carboxylic acid, 0.5 gm (2.2 millimols) of phosphorus pentachloride and 30 ml of anhydrous toluene was refluxed for 9 hours. The mixture was worked up in analogy to Example 1 and yielded 0.41 gm (89% of theory) of 5-methyl-thieno[3,2-d]isothiazole-3-(2H)-one-1,1-dioxide. Starting materials: O (water), BrC=1C(=NC(=NC1)Cl)Cl (5-bromo-2,4-dichloropyrimidine), COC1=CC=C(C=C1)O (4-methoxyphenol), C([O-])([O-])=O.[K+].[K+] (potassium carbonate). Solvent: CN(C)C=O (DMF). Reaction conditions: time 24 hour. Yields the product BrC=1C(=NC(=NC1)Cl)OC1=CC=C(C=C1)OC (5-Bromo-2-chloro-4-(4-methoxyphenoxy)pyrimidine). The yield is 95.1%. RXN SMILES: [Br:1][C:2]1[C:3](Cl)=[N:4][C:5]([Cl:8])=[N:6][CH:7]=1.[CH3:10][O:11][C:12]1[CH:17]=[CH:16][C:15]([OH:18])=[CH:14][CH:13]=1.C(=O)([O-])[O-].[K+].[K+].O>CN(C=O)C>[Br:1][C:2]1[C:3]([O:18][C:15]2[CH:16]=[CH:17][C:12]([O:11][CH3:10])=[CH:13][CH:14]=2)=[N:4][C:5]([Cl:8])=[N:6][CH:7]=1 |f:2.3.4|. Procedure: A mixture of 5-bromo-2,4-dichloropyrimidine (5.0 g, 22.0 mmol), 4-methoxyphenol (2.72 g, 22.0 mmol) and potassium carbonate (6.07 g, 44.0 mmol) in DMF (20 ml) was stirred for 24 hours. The mixture was added to water (100 ml) and the solid which separated out was collected by filtration, washed with water (50 ml) and dried under high vacuum to give the product (6.6 g, 96%). NMR: 3.8 (s, 3H), 7.0 (d, 2H), 7.2 (d, 2H), 8.8 (s, 11H). Starting materials: COC=1C=CC2=C(SC(=C2C(=O)C2=CC=C(C=C2)OC)C2=CC=C(C=C2)OC)C1 ([6-Methoxy-2-(4-methoxyphenyl)benzo[b]thien-3-yl][4-methoxyphenyl]methanone), C(C)S.[Na] (sodium ethanethiol). Run in O (water), CCOC(=O)C (EtOAc), Cl (HCl), CN(C)C=O (DMF), CN(C)C=O (DMF). Run at temperature 80 celsius. Yields the product COC=1C=CC2=C(SC(=C2C(=O)C2=CC=C(C=C2)O)C2=CC=C(C=C2)OC)C1 ([6-methoxy-2-(4-methoxyphenyl)benzo[b]thien-3-yl][4-hydroxyphenyl]methanone). RXN SMILES: [CH3:1][O:2][C:3]1[CH:4]=[CH:5][C:6]2[C:10]([C:11]([C:13]3[CH:18]=[CH:17][C:16]([O:19]C)=[CH:15][CH:14]=3)=[O:12])=[C:9]([C:21]3[CH:26]=[CH:25][C:24]([O:27][CH3:28])=[CH:23][CH:22]=3)[S:8][C:7]=2[CH:29]=1.C(S)C.[Na]>CN(C=O)C.O.CCOC(C)=O.Cl>[CH3:1][O:2][C:3]1[CH:4]=[CH:5][C:6]2[C:10]([C:11]([C:13]3[CH:14]=[CH:15][C:16]([OH:19])=[CH:17][CH:18]=3)=[O:12])=[C:9]([C:21]3[CH:26]=[CH:25][C:24]([O:27][CH3:28])=[CH:23][CH:22]=3)[S:8][C:7]=2[CH:29]=1 |f:1.2,^1:32|. Procedure details: A solution of 0.4 g (1 mmol) of [6-Methoxy-2-(4-methoxyphenyl)benzo[b]thien-3-yl][4-methoxyphenyl]methanone in 2 mL of DMF was added to a solution of 3 mL of 0.5M sodium ethanethiol in DMF. The reaction mixture was heated to 80° C. for 4 hours. The reaction mixture was allowed to cool and diluted with 10 mL of water and 10 mL of EtOAc and neutralized with 1N HCl. The reaction mixture was extracted three times with 30 mL portions of EtOAc. The combined organic extracts were washed four times with...